From a dataset of the Open Reaction Database (ORD), a public repository of structured organic reaction records. describe an organic reaction: reactants, conditions, products, and yield RXN SMILES: C[O:2][C:3](=[O:25])[CH2:4][O:5][C:6]1[CH:11]=[CH:10][C:9]([O:12][CH2:13][C:14]#[C:15][C:16]2[CH:21]=[C:20]([Br:22])[CH:19]=[C:18]([Br:23])[CH:17]=2)=[CH:8][C:7]=1[CH3:24]>C(O)C.[OH-].[Na+]>[Br:22][C:20]1[CH:21]=[C:16]([C:15]#[C:14][CH2:13][O:12][C:9]2[CH:10]=[CH:11][C:6]([O:5][CH2:4][C:3]([OH:25])=[O:2])=[C:7]([CH3:24])[CH:8]=2)[CH:17]=[C:18]([Br:23])[CH:19]=1 |f:2.3|. The reactants are COC(COC1=C(C=C(C=C1)OCC#CC1=CC(=CC(=C1)Br)Br)C)=O ({4-[3-(3,5-dibromo-phenyl)-prop-2-ynyloxy]-2-methyl-phenoxy}-acetic acid methyl ester). Solvent: C(C)O (ethanol), [OH-].[Na+] (NaOH). Yields the product BrC=1C=C(C=C(C1)Br)C#CCOC1=CC(=C(OCC(=O)O)C=C1)C ({4-[3-(3,5-Dibromo-phenyl)-prop-2-ynyloxy]-2-methyl-phenoxy}-acetic acid). Procedure: A solution of {4-[3-(3,5-dibromo-phenyl)-prop-2-ynyloxy]-2-methyl-phenoxy}-acetic acid methyl ester (207 mg, 0.44 mmol) in ethanol (50 ml) and 1N NaOH (5 ml) was stirred at 75° C. for 30 min. The reaction mixture was evaporated and the residue dissolved in water (10 ml). Aqueous 1N HCl (5 ml) was added and the mixture was extracted with methylene chloride (3×10 ml). The combined organic phases were dried and evaporated to give the title compound in 187 mg (93%) yield. The reactants are ClC1=NC(=CC2=CC=CC(=C12)Cl)[C@H](C)NC1=C2N=CNC2=NC=N1 ((S)—N-(1-(1,8-dichloroisoquinolin-3-yl)ethyl)-9H-purin-6-amine), CN1CCNCC1 (1-methylpiperazine). The solvent is O1CCOCC1 (1,4-dioxane). Product: ClC=1C=CC=C2C=C(N=C(C12)N1CCN(CC1)C)[C@H](C)NC1=C2N=CNC2=NC=N1 ((S)—N-(1-(8-chloro-1-(4-methylpiperazin-1-yl)isoquinolin-3-yl)ethyl)-9H-purin-6-amine). RXN SMILES: Cl[C:2]1[C:11]2[C:6](=[CH:7][CH:8]=[CH:9][C:10]=2[Cl:12])[CH:5]=[C:4]([C@@H:13]([NH:15][C:16]2[N:24]=[CH:23][N:22]=[C:21]3[C:17]=2[N:18]=[CH:19][NH:20]3)[CH3:14])[N:3]=1.[CH3:25][N:26]1[CH2:31][CH2:30][NH:29][CH2:28][CH2:27]1>O1CCOCC1>[Cl:12][C:10]1[CH:9]=[CH:8][CH:7]=[C:6]2[C:11]=1[C:2]([N:29]1[CH2:30][CH2:31][N:26]([CH3:25])[CH2:27][CH2:28]1)=[N:3][C:4]([C@@H:13]([NH:15][C:16]1[N:24]=[CH:23][N:22]=[C:21]3[C:17]=1[N:18]=[CH:19][NH:20]3)[CH3:14])=[CH:5]2. Reported procedure: To a mixture of (S)—N-(1-(1,8-dichloroisoquinolin-3-yl)ethyl)-9H-purin-6-amine 38 (300 mg, 0.84 mmol, 1 eq) in 1,4-dioxane (10 mL) at RT, 1-methylpiperazine (167 mg, 1.68 mmol, 2 eq) was added and the resulting mixture was stirred at reflux for 8 h. The mixture was allowed to cool to RT, concentrated in vacuo and the residue was purified by flash column chromatography on silica gel (1-5% MeOH-DCM) to afford the product, (S)—N-(1-(8-chloro-1-(4-methylpiperazin-1-yl)isoquinolin-3-yl)ethyl)-9H-puri... The reactants are methanolic solution, C[O-].[Na+] (sodium methoxide), SC1=NC2=CC=CC=C2C(N1C1=CC=CC=C1)=O (2-mercapto-3-phenyl-4(3H)-quinazolinone), Cl.ClCC1=NC=CC(=C1)C (2-chloromethyl-4-methylpyridine hydrochloride), O (water). The solvent is CO (methanol). Reaction conditions: time 5 hour. Product: C1(=CC=CC=C1)N1C(=NC2=CC=CC=C2C1=O)SCC1=NC=CC(=C1)C (3-Phenyl-2-[(4-methylpyridin-2-yl)methylthio]-4(3H)-quinazolinone). Isolated yield 30.7%. Reaction SMILES: C[O-].[Na+].[SH:4][C:5]1[N:14]([C:15]2[CH:20]=[CH:19][CH:18]=[CH:17][CH:16]=2)[C:13](=[O:21])[C:12]2[C:7](=[CH:8][CH:9]=[CH:10][CH:11]=2)[N:6]=1.Cl.Cl[CH2:24][C:25]1[CH:30]=[C:29]([CH3:31])[CH:28]=[CH:27][N:26]=1.O>CO>[C:15]1([N:14]2[C:13](=[O:21])[C:12]3[C:7](=[CH:8][CH:9]=[CH:10][CH:11]=3)[N:6]=[C:5]2[S:4][CH2:24][C:25]2[CH:30]=[C:29]([CH3:31])[CH:28]=[CH:27][N:26]=2)[CH:16]=[CH:17][CH:18]=[CH:19][CH:20]=1 |f:0.1,3.4|. Procedure: 8.7 ml of 28% methanolic solution of sodium methoxide were added to a solution of 5.0 g of 2-mercapto-3-phenyl-4(3H)-quinazolinone and 4.0 g of 2-chloromethyl-4-methylpyridine hydrochloride in methanol, and the stirring was continued at room temperature for 5 hours. The reaction solution was poured into water and extracted with chloroform. The chloroform layer was washed with an aqueous solution of sodium carbonate and dried over sodium sulfate. The solvent was distilled off under reduced pressu... Reactants: OC1C(N(C1C1=C(C=CC=C1)Cl)C1=CC=C(C=C1)OC)=O (3-Hydroxy-N-(4-methoxyphenyl)-4-(2-chloro phenyl)-2-azetidinone), [H-].[Na+] (NaH), resultant mixture, C(C=C)(=O)Cl (Acryloyl chloride). The solvent is C(Cl)Cl (CH2Cl2). Run at time 15 minute. The product is C(C=C)(=O)C1C(N(C1C1=C(C=CC=C1)Cl)C1=CC=C(C=C1)OC)=O (3-acryloyl-N-(4-methoxyphenyl)-4-(2-chlorophenyl)-2-azetidinone). Yield: 75.4%. RXN SMILES: O[CH:2]1[CH:5]([C:6]2[CH:11]=[CH:10][CH:9]=[CH:8][C:7]=2[Cl:12])[N:4]([C:13]2[CH:18]=[CH:17][C:16]([O:19][CH3:20])=[CH:15][CH:14]=2)[C:3]1=[O:21].[H-].[Na+].[C:24](Cl)(=[O:27])[CH:25]=[CH2:26]>C(Cl)Cl>[C:24]([CH:2]1[CH:5]([C:6]2[CH:11]=[CH:10][CH:9]=[CH:8][C:7]=2[Cl:12])[N:4]([C:13]2[CH:18]=[CH:17][C:16]([O:19][CH3:20])=[CH:15][CH:14]=2)[C:3]1=[O:21])(=[O:27])[CH:25]=[CH2:26] |f:1.2|. Reported procedure: To a solution of C3-hydroxy β-lactam 24 (5.80 g, 19.1 mmol) in 30 ml of freshly distilled CH2Cl2 was added NaH (60% suspension in mineral oil, 0.83 g, 21.0 mmol), and the mixture was stirred for 15 min at room temperature. Acryloyl chloride (2.59 g, 28.64 mmol) was then added dropwise and the resultant mixture was stirred until TLC indicated the disappearance of starting material. The reaction was quenched with a 5% solution of NH4Cl and extracted (3×20 ml) with CH2Cl2. The combined organic laye...